Dataset: the Open Reaction Database (ORD), a public repository of structured organic reaction records. Task: describe an organic reaction: reactants, conditions, products, and yield The reactants are C1CCOC1, CNC, [O-][n+]1c(CCl)nc2cc3c(cc2c1-c1ccc2c(c1)OCO2)OCO3. The product is CN(C)Cc1nc2cc3c(cc2c(-c2ccc4c(c2)OCO4)[n+]1[O-])OCO3. Reaction SMILES: [CH2:29]1[O:30][CH2:31][CH2:32][CH2:33]1.[CH3:26][NH:27][CH3:28].[Cl:1][CH2:2][c:3]1[n:4][c:5]2[cH:6][c:7]3[c:8]([cH:9][c:10]2[c:11](-[c:14]2[cH:15][c:16]4[c:17]([cH:18][cH:19]2)[O:20][CH2:21][O:22]4)[n+:12]1[O-:13])[O:23][CH2:24][O:25]3>>[CH2:2]([c:3]1[n:4][c:5]2[cH:6][c:7]3[c:8]([cH:9][c:10]2[c:11](-[c:14]2[cH:15][c:16]4[c:17]([cH:18][cH:19]2)[O:20][CH2:21][O:22]4)[n+:12]1[O-:13])[O:23][CH2:24][O:25]3)[N:27]([CH3:26])[CH3:28]. Reactants: O1CCOC12CCC(CC2)C(C#N)C#N (2-(1,4-dioxa-spiro[4.5]dec-8-yl)-malononitrile), Cl.NO (hydroxylamine hydrochloride). Run in N1=CC=CC=C1 (pyridine). Conditions: temperature 100 celsius. Yields the product O1CCOC12CCC(CC2)C2C(NOC2=N)=N (4-(1,4-Dioxa-spiro[4.5]dec-8-yl)-isoxazolidine-3,5-diylidenediamine). RXN SMILES: [O:1]1[C:5]2([CH2:10][CH2:9][CH:8]([CH:11]([C:14]#[N:15])[C:12]#[N:13])[CH2:7][CH2:6]2)[O:4][CH2:3][CH2:2]1.Cl.[NH2:17][OH:18]>N1C=CC=CC=1>[O:1]1[C:5]2([CH2:10][CH2:9][CH:8]([CH:11]3[C:12](=[NH:13])[O:18][NH:17][C:14]3=[NH:15])[CH2:7][CH2:6]2)[O:4][CH2:3][CH2:2]1 |f:1.2|. Procedure: A solution of 2-(1,4-dioxa-spiro[4.5]dec-8-yl)-malononitrile (as prepared in the previous step, 0.207 g, 1.00 mmol) and hydroxylamine hydrochloride (Aldrich, 0.107 g, 1.54 mmol) in anhydrous pyridine (5 mL) were heated to 100° C. under a reflux condenser for 18 h. After cooling to ambient temperature and evaporation of the solvent in vacuo, the crude product was purified by thin layer chromatography on silica gel (10% methanol in dichloromethane) giving the title compound as an orange solid.